Dataset: the Open Reaction Database (ORD), a public repository of structured organic reaction records. Task: describe an organic reaction: reactants, conditions, products, and yield The reactants are CON(C(=O)C=1N=CN(C1)C=1C=C(C=CC1)C1=C(C=CC=C1)OC(F)(F)F)C (1-(2′-Trifluoromethoxy-biphenyl-3-yl)-1H-imidazole-4-carboxylic acid methoxy-methyl-amide), BrC1=C(C=CC=C1)OC (2-bromoanisole). Product: COC1=C(C=CC=C1)C(=O)C=1N=CN(C1)C=1C=C(C=CC1)C1=C(C=CC=C1)OC(F)(F)F ((2-Methoxy-phenyl)-[1-(2′-trifluoromethoxy-biphenyl-3-yl)-1H-imidazol-4-yl]-methanone). As a reaction SMILES: CON(C)[C:4]([C:6]1[N:7]=[CH:8][N:9]([C:11]2[CH:12]=[C:13]([C:17]3[CH:22]=[CH:21][CH:20]=[CH:19][C:18]=3[O:23][C:24]([F:27])([F:26])[F:25])[CH:14]=[CH:15][CH:16]=2)[CH:10]=1)=[O:5].Br[C:30]1[CH:35]=[CH:34][CH:33]=[CH:32][C:31]=1[O:36][CH3:37]>>[CH3:37][O:36][C:31]1[CH:32]=[CH:33][CH:34]=[CH:35][C:30]=1[C:4]([C:6]1[N:7]=[CH:8][N:9]([C:11]2[CH:12]=[C:13]([C:17]3[CH:22]=[CH:21][CH:20]=[CH:19][C:18]=3[O:23][C:24]([F:27])([F:25])[F:26])[CH:14]=[CH:15][CH:16]=2)[CH:10]=1)=[O:5]. Procedure details: This compound is prepared by method C using compound 12f and 2-bromoanisole The reactants are FC(COC1=C(C=C(C=C1)NC(C1=C(C=CC(=C1)CNC(=O)C(C)(C)C)Cl)=O)C(=O)OCC)F (N-[4-(2,2-difluoroethyl)oxy-3-ethoxycarbonyl-phenyl]-2-chloro-5-(tert-butylcarbonylamino)methyl-benzamide), [OH-].[Na+] (NaOH). Solvent: CCO (EtOH). Reaction conditions: time 3 hour. Product: FC(COC1=C(C=C(C=C1)NC(C1=C(C=CC(=C1)CNC(=O)C(C)(C)C)Cl)=O)C(=O)O)F (N-[4-(2,2-Difluoroethyl)oxy-3-hydroxycarbonyl-phenyl]-2-chloro-5-(tert-butylcarbonylamino)methyl-benzamide). Reaction SMILES: [F:1][CH:2]([F:34])[CH2:3][O:4][C:5]1[CH:10]=[CH:9][C:8]([NH:11][C:12](=[O:28])[C:13]2[CH:18]=[C:17]([CH2:19][NH:20][C:21]([C:23]([CH3:26])([CH3:25])[CH3:24])=[O:22])[CH:16]=[CH:15][C:14]=2[Cl:27])=[CH:7][C:6]=1[C:29]([O:31]CC)=[O:30].[OH-].[Na+]>CCO>[F:34][CH:2]([F:1])[CH2:3][O:4][C:5]1[CH:10]=[CH:9][C:8]([NH:11][C:12](=[O:28])[C:13]2[CH:18]=[C:17]([CH2:19][NH:20][C:21]([C:23]([CH3:26])([CH3:25])[CH3:24])=[O:22])[CH:16]=[CH:15][C:14]=2[Cl:27])=[CH:7][C:6]=1[C:29]([OH:31])=[O:30] |f:1.2|. Procedure details: A mixture of N-[4-(2,2-difluoroethyl)oxy-3-ethoxycarbonyl-phenyl]-2-chloro-5-(tert-butylcarbonylamino)methyl-benzamide (0.470 mg, 0.946 mmol) and 1.4 mL 2M NaOH in 5.0 mL EtOH was stirred at rt for 3 h and concentrated i.vac. Water was added and it was acidified with 2 M HCl. The resulting precipitate was filtered, washed with water and dried. Yield: (86%). MS [M+H]+=469 (Cl isotope pattern); TLC: Rf=0.25 (silica gel, DCM:EtOH 9:1). The reactants are NC1=C(N=C(S1)C1=C(C=C(C=C1F)C(C)(C)O)F)C(=O)N (5-Amino-2-[2,6-difluoro-4-(1-hydroxy-1-methylethyl)phenyl]-1,3-thiazole-4-carboxamide), C([O-])([O-])=O.[K+].[K+] (potassium carbonate), C(C)(C)(CC)O (tert-amyl alcohol), BrC1=CC=C(C=N1)C(C)(C)O (2-(6-bromopyridin-3-yl)propan-2-ol), CC(C)C1=CC(=C(C(=C1)C(C)C)C2=C(C=CC=C2)P(C3CCCCC3)C4CCCCC4)C(C)C (X-PHOS). The reagents and catalysts are C=1C=CC(=CC1)/C=C/C(=O)/C=C/C2=CC=CC=C2.C=1C=CC(=CC1)/C=C/C(=O)/C=C/C2=CC=CC=C2.C=1C=CC(=CC1)/C=C/C(=O)/C=C/C2=CC=CC=C2.[Pd].[Pd] (Pd2(dba)3). Product: FC1=C(C(=CC(=C1)C(C)(C)O)F)C=1SC(=C(N1)C(=O)N)NC1=NC=C(C=C1)C(C)(C)O (2-[2,6-Difluoro-4-(1-hydroxy-1-methylethyl)phenyl]-5-{[5-(1-hydroxy-1-methylethyl)pyridin-2-yl]amino}-1,3-thiazole-4-carboxamide). RXN SMILES: [NH2:1][C:2]1[S:6][C:5]([C:7]2[C:12]([F:13])=[CH:11][C:10]([C:14]([OH:17])([CH3:16])[CH3:15])=[CH:9][C:8]=2[F:18])=[N:4][C:3]=1[C:19]([NH2:21])=[O:20].Br[C:23]1[N:28]=[CH:27][C:26]([C:29]([OH:32])([CH3:31])[CH3:30])=[CH:25][CH:24]=1.CC(C1C=C(C(C)C)C(C2C=CC=CC=2P(C2CCCCC2)C2CCCCC2)=C(C(C)C)C=1)C.C(=O)([O-])[O-].[K+].[K+].C(O)(CC)(C)C>C1C=CC(/C=C/C(/C=C/C2C=CC=CC=2)=O)=CC=1.C1C=CC(/C=C/C(/C=C/C2C=CC=CC=2)=O)=CC=1.C1C=CC(/C=C/C(/C=C/C2C=CC=CC=2)=O)=CC=1.[Pd].[Pd]>[F:13][C:12]1[CH:11]=[C:10]([C:14]([OH:17])([CH3:16])[CH3:15])[CH:9]=[C:8]([F:18])[C:7]=1[C:5]1[S:6][C:2]([NH:1][C:23]2[CH:24]=[CH:25][C:26]([C:29]([OH:32])([CH3:31])[CH3:30])=[CH:27][N:28]=2)=[C:3]([C:19]([NH2:21])=[O:20])[N:4]=1 |f:3.4.5,7.8.9.10.11|. Procedure details: The title compound was prepared as described in Example 15, Step 7 using 5-amino-2-[2,6-difluoro-4-(1-hydroxy-1-methylethyl)phenyl]-1,3-thiazole-4-carboxamide (Example 15, Step 5) (42 mg, 0.13 mmol), 2-(6-bromopyridin-3-yl)propan-2-ol (for preparation, see WO 2004/050024 A2 Example 120 Step A) (29 mg, 0.13 mmol), Pd2(dba)3 (12 mg, 0.013 mmol), X-PHOS (32 mg, 0.067 mmol), potassium carbonate (19 mg, 0.13 mmol), and tert-amyl alcohol (0.27 ml) as starting materials. 1H NMR (500 MHz, d6-DMSO) δ 11.... The reactants are ClC=1C=NC=C(C(=NO)Cl)C1 (5-Chloro-N-hydroxynicotinimidoyl chloride), C(#C)C1=CC(=CC(=C1)F)F (1-ethynyl-3,5-difluorobenzene), N (NH3). Product: ClC=1C=C(C=NC1)C1=NOC(=C1)C1=CC(=CC(=C1)F)F (3-(5-Chloropyridin-3-yl)-5-(3,5-difluorophenyl)isoxazole). RXN SMILES: [Cl:1][C:2]1[CH:3]=[N:4][CH:5]=[C:6]([CH:11]=1)[C:7](Cl)=[N:8][OH:9].[C:12]([C:14]1[CH:19]=[C:18]([F:20])[CH:17]=[C:16]([F:21])[CH:15]=1)#[CH:13].N>>[Cl:1][C:2]1[CH:11]=[C:6]([C:7]2[CH:13]=[C:12]([C:14]3[CH:19]=[C:18]([F:20])[CH:17]=[C:16]([F:21])[CH:15]=3)[O:9][N:8]=2)[CH:5]=[N:4][CH:3]=1. Procedure details: The titled compound was prepared according to Method CB using the product of Example 69B (57 mg, 0.3 mmol) and 1-ethynyl-3,5-difluorobenzene (Apollo, 41 mg, 0.3 mmol). 1H NMR (300 MHz, DMSO-d6) δ 7.51 (tt, J=9.3, 2.4 Hz, 1 H), 7.61-7.74 (m, 2H), 7.93 (s, 1H), 8.41 (t, J=2.1 Hz, 1H), 8.82 (d, J=2.4 Hz, 1 H), 9.06 (d, J=1.7 Hz, 1H) ppm; MS (DCI/NH3) m/z 293 (M+H)+, 295 (M+H)+. Reactants: C[Si](C)(C)[N-][Si](C)(C)C.[Li+] (lithium bis(trimethylsilyl)amide), solution, ClC1=C(C2=C(C=N1)C(OC2CCC)=O)Cl (6,7-dichloro-1-propyl-1H-furo[3,4-c]pyridin-3-one), Cl (HCl), FC=1C=C2CC(NC2=CC1)=O (5-fluoro-1,3-dihydro-indol-2-one). Run in C1CCOC1 (THF), C1CCOC1 (THF), C1CCOC1 (THF). Conditions: temperature 0 celsius, time 10 minute. The product is ClC1=C(C2=C(C=N1)C(OC2CCC)=C2C(NC1=CC=C(C=C21)F)=O)Cl (3-(6,7-Dichloro-1-propyl-1H-furo[3,4-c]pyridin-3-ylidene)-5-fluoro-1,3-dihydro-indol-2-one). Yield: 36.3%. Reaction SMILES: [F:1][C:2]1[CH:3]=[C:4]2[C:8](=[CH:9][CH:10]=1)[NH:7][C:6](=[O:11])[CH2:5]2.C[Si]([N-][Si](C)(C)C)(C)C.[Li+].[Cl:22][C:23]1[N:28]=[CH:27][C:26]2[C:29](=O)[O:30][CH:31]([CH2:32][CH2:33][CH3:34])[C:25]=2[C:24]=1[Cl:36].Cl>C1COCC1>[Cl:22][C:23]1[N:28]=[CH:27][C:26]2[C:29](=[C:5]3[C:4]4[C:8](=[CH:9][CH:10]=[C:2]([F:1])[CH:3]=4)[NH:7][C:6]3=[O:11])[O:30][CH:31]([CH2:32][CH2:33][CH3:34])[C:25]=2[C:24]=1[Cl:36] |f:1.2|. Procedure: A solution of 5-fluoro-1,3-dihydro-indol-2-one (2.88 g, 19.1 mmol.) in THF (20 mL) is cooled to 0° C. under an argon atmosphere and treated with a solution of lithium bis(trimethylsilyl)amide (38 mL of a 1 M solution in THF, 38.0 mmol) dropwise. The resulting solution is stirred at 0° C. for 10 min and warmed room temperature. A solution of 6,7-dichloro-1-propyl-1H-furo[3,4-c]pyridin-3-one, (3.13 g, 12.72 mmol) in THF (20 mL) is added dropwise to the reaction mixture. The resulting solution is s... The reactants are CCC(CC)(c1ccc(OCC(=O)C(C)(C)C)c(C)c1)c1ccc(-c2ccc(CC(=O)OC)c(F)c2)c(C)c1, CO, [Cl-], [NH4+], [Na+], [OH-]. Yields the product CCC(CC)(c1ccc(OCC(=O)C(C)(C)C)c(C)c1)c1ccc(-c2ccc(CC(=O)O)c(F)c2)c(C)c1. Reaction SMILES: [CH3:3][O:4][C:5]([CH2:6][c:7]1[c:8]([F:40])[cH:9][c:10](-[c:13]2[c:14]([CH3:39])[cH:15][c:16]([C:19]([CH2:20][CH3:21])([CH2:22][CH3:23])[c:24]3[cH:25][c:26]([CH3:38])[c:27]([O:30][CH2:31][C:32]([C:33]([CH3:34])([CH3:35])[CH3:36])=[O:37])[cH:28][cH:29]3)[cH:17][cH:18]2)[cH:11][cH:12]1)=[O:41].[CH3:44][OH:45].[Cl-:42].[NH4+:43].[Na+:2].[OH-:1]>>[O:4]=[C:5]([CH2:6][c:7]1[c:8]([F:40])[cH:9][c:10](-[c:13]2[c:14]([CH3:39])[cH:15][c:16]([C:19]([CH2:20][CH3:21])([CH2:22][CH3:23])[c:24]3[cH:25][c:26]([CH3:38])[c:27]([O:30][CH2:31][C:32]([C:33]([CH3:34])([CH3:35])[CH3:36])=[O:37])[cH:28][cH:29]3)[cH:17][cH:18]2)[cH:11][cH:12]1)[OH:41].